This data is from the Open Reaction Database (ORD), a public repository of structured organic reaction records. The task is: describe an organic reaction: reactants, conditions, products, and yield Starting materials: FC1=CC=C(CC2CCN(CC2)C(=O)C=2C=C3C(=NC2OC)NC=C3)C=C1 ([4-(4-Fluoro-benzyl)-piperidin-1-yl]-(6-methoxy-1H-pyrrolo[2,3-b]pyridin-5-yl)-methanone), [OH-].[K+] (KOH), [Cl-] (chloride), CC(=O)C (acetone). Reaction conditions: time 8 hour. Yields the product FC1=CC=C(CC2CCN(CC2)C(=O)C=2C=C3C(=NC2OC)N(C=C3C(C(=O)N3CCCC3)=O)COC)C=C1 (1-{5-[4-(4-Fluoro-benzyl)-piperidine-1-carbonyl]-6-methoxy-1-methoxymethyl-1H-pyrrolo[2,3-b]pyridin-3-yl}-2-pyrrolidin-1-yl-ethane-1,2-dione). Isolated yield 77.0%. RXN SMILES: [F:1][C:2]1[CH:27]=[CH:26][C:5]([CH2:6][CH:7]2[CH2:12][CH2:11][N:10]([C:13]([C:15]3[CH:16]=[C:17]4[CH:25]=[CH:24][NH:23][C:18]4=[N:19][C:20]=3[O:21][CH3:22])=[O:14])[CH2:9][CH2:8]2)=[CH:4][CH:3]=1.[OH-:28].[K+].[Cl-].C[C:32]([CH3:34])=[O:33]>>[F:1][C:2]1[CH:27]=[CH:26][C:5]([CH2:6][CH:7]2[CH2:12][CH2:11][N:10]([C:13]([C:15]3[CH:16]=[C:17]4[C:25]([C:34](=[O:28])[C:32]([N:23]5[CH2:24][CH2:25][CH2:17][CH2:18]5)=[O:33])=[CH:24][N:23]([CH2:20][O:21][CH3:22])[C:18]4=[N:19][C:20]=3[O:21][CH3:22])=[O:14])[CH2:9][CH2:8]2)=[CH:4][CH:3]=1 |f:1.2|. Reported procedure: To a solution of [4-(4-Fluoro-benzyl)-piperidin-1-yl]-(6-methoxy-1H-pyrrolo[2,3-b]pyridin-5-yl)-methanone (150 mg, 0.41 mmol) and ground KOH (114 mg, 2 mmol) in anhydrous acetone (15 mL) was added MOM chloride (82 mg, 1 mmol) at 0° C. The reaction mixture was warmed to RT slowly and stirred overnight. The solvent was removed, and the residue was treated with water and extracted with EtOAc. The combined organic layer was washed with brine, dried and concentrated. The residue was purified by chrom... Starting materials: C(C)(C)(C)N1N=CC(=C(C1=O)C(Br)Br)Cl (2-tert-butyl-5-chloro-4-dibromomethylpyridazin-3-(2H)-one), aqueous solution, COCCO (2-methoxyethanol). The reagents and catalysts are [N+](=O)([O-])[O-].[Ag+] (silver nitrate). Product: C(C)(C)(C)N1N=CC(=C(C1=O)C=O)Cl (2-tert-butyl-5-chloro-4-formylpyridazin-3-(2H)-one). As a reaction SMILES: [C:1]([N:5]1[C:10](=[O:11])[C:9]([CH:12](Br)Br)=[C:8]([Cl:15])[CH:7]=[N:6]1)([CH3:4])([CH3:3])[CH3:2].C[O:17]CCO>[N+]([O-])([O-])=O.[Ag+]>[C:1]([N:5]1[C:10](=[O:11])[C:9]([CH:12]=[O:17])=[C:8]([Cl:15])[CH:7]=[N:6]1)([CH3:4])([CH3:3])[CH3:2] |f:2.3|. Reported procedure: Into 300 ml of a 2-methoxyethanol solution of 27.4 g of 2-tert-butyl-5-chloro-4-dibromomethylpyridazin-3-(2H)-one, 200 ml of an aqueous solution of 39 g of silver nitrate was dropwise added at 10° C. over a period of 10 minutes, and the mixture was reacted for one hour under heating and refluxing. After cooling, insoluble matters were filtered off, and 500 ml of benzene was added to the filtrate. The mixture was washed with water, and the extract layer was dried over anhydrous sodium sulfate. Th... Starting materials: N(=O)OCCC(C)C (isoamyl nitrite), CSSC (dimethyl disulfide), BrC=1C=CC(=C(C1)N)N1N=NN=C1C (5-bromo-2-(5-methyl-tetrazol-1-yl)-phenylamine). Reaction conditions: temperature 85 celsius. Product: hexanes ethyl acetate, BrC1=CC(=C(C=C1)N1N=NN=C1C)SC (1-(4-bromo-2-methylsulfanyl-phenyl)-5-methyl-1H-tetrazole). The yield is 140.3%. Reaction SMILES: N(OCCC(C)C)=O.CS[S:11][CH3:12].[Br:13][C:14]1[CH:15]=[CH:16][C:17]([N:21]2[C:25]([CH3:26])=[N:24][N:23]=[N:22]2)=[C:18](N)[CH:19]=1>>[Br:13][C:14]1[CH:19]=[CH:18][C:17]([N:21]2[C:25]([CH3:26])=[N:24][N:23]=[N:22]2)=[C:16]([S:11][CH3:12])[CH:15]=1. Procedure details: A solution of isoamyl nitrite (402 μL, 3 mmol) in dimethyl disulfide (2 mL, 22 mmol) at 25° C. was slowly treated with 5-bromo-2-(5-methyl-tetrazol-1-yl)-phenylamine (0.51 g, 2 mmol). The reaction was exothermic with gas evolution. The resulting brown reaction mixture was heated to 80-90° C. for 2 h, at which time, thin layer chromatography analysis of the reaction mixture indicated the absence of starting material. The reaction mixture was cooled to 25° C. and then concentrated in vacuo. The re... Solvent: C(C)(=O)O (acetic acid), O (water), C(C)(=O)OCC (ethyl acetate), CCCCCC (hexane). Reaction conditions: time 4.5 hour. The product is C(C)(=O)O[C@@H]1C[C@H]([C@@H]([C@H]1C\C=C/CCCC(=O)OC)CO[Si](C(C)(C)C)(C)C)OC1OCCCC1 (Methyl (5Z)-7-[(1R,2S,3R,5R)-5-acetoxy-2-({[dimethyl(2-methyl-2-propanyl)silyl]oxy}methyl)-3-(tetrahydro-2H-pyran-2-yloxy)cyclopentyl]-5-heptenoate). Procedure: An anhydrous tetrahydrofuran (482 mL) solution of the compound 3 (79.6 g) and triphenylphosphine (57.6 g) was cooled to around −40° C. in a dry ice-methanol bath. To this solution was added acetic acid (12.6 mL), and a 40% diethyl azodicarboxylate/toluene solution (100 mL) was then added dropwise over 15 minutes. The mixture was stirred at room temperature for 4.5 hours, the reaction mixture was then poured into water (1600 mL), a mixed solution of hexane (550 mL) and ethyl acetate (550 mL) was ... As a reaction SMILES: [O:1]1CC[CH2:3][CH2:2]1.[CH3:6][Si:7]([CH3:37])([C:33]([CH3:36])([CH3:35])[CH3:34])[O:8][CH2:9][C@H:10]1[C@H:14]([O:15][CH:16]2[CH2:21][CH2:20][CH2:19][CH2:18][O:17]2)[CH2:13][C@H:12]([OH:22])[C@@H:11]1[CH2:23]/[CH:24]=[CH:25]\[CH2:26][CH2:27][CH2:28][C:29]([O:31][CH3:32])=[O:30].C1(P(C2C=CC=CC=2)C2C=CC=CC=2)C=CC=CC=1.N(C(OCC)=O)=NC(OCC)=O.C1(C)C=CC=CC=1>C(OCC)(=O)C.CCCCCC.O.C(O)(=O)C>[C:2]([O:22][C@H:12]1[C@H:11]([CH2:23]/[CH:24]=[CH:25]\[CH2:26][CH2:27][CH2:28][C:29]([O:31][CH3:32])=[O:30])[C@@H:10]([CH2:9][O:8][Si:7]([CH3:6])([CH3:37])[C:33]([CH3:34])([CH3:36])[CH3:35])[C@H:14]([O:15][CH:16]2[CH2:21][CH2:20][CH2:19][CH2:18][O:17]2)[CH2:13]1)(=[O:1])[CH3:3] |f:3.4|. The reactants are O1CCCC1 (tetrahydrofuran), C[Si](OC[C@@H]1[C@H]([C@H](C[C@H]1OC1OCCCC1)O)C\C=C/CCCC(=O)OC)(C(C)(C)C)C (Methyl (5Z)-7-[(1R,2S,3R,5S)-2-({[dimethyl(2-methyl-2-propanyl)silyl]oxy}methyl)-5-hydroxy-3-(tetrahydro-2H-pyran-2-yloxy)cyclopentyl]-5-heptenoate), C1(=CC=CC=C1)P(C1=CC=CC=C1)C1=CC=CC=C1 (triphenylphosphine), N(=NC(=O)OCC)C(=O)OCC.C1(=CC=CC=C1)C (diethyl azodicarboxylate toluene). Reactants: O=C(Cl)C=Cc1ccccc1, CCC(C)=O, CC(C)=O, O=[N+]([O-])c1cc(O)cc([N+](=O)[O-])c1, c1ccncc1. Yields the product O=C(C=Cc1ccccc1)Oc1cc([N+](=O)[O-])cc([N+](=O)[O-])c1. RXN SMILES: [C:1]([CH:2]=[CH:3][c:4]1[cH:5][cH:6][cH:7][cH:8][cH:9]1)(=[O:10])[Cl:11].[CH2:29]([C:30]([CH3:31])=[O:32])[CH3:33].[CH3:12][C:13]([CH3:14])=[O:15].[OH:16][c:17]1[cH:18][c:19]([N+:26]([O-:27])=[O:28])[cH:20][c:21]([N+:23]([O-:24])=[O:25])[cH:22]1.[cH:34]1[cH:35][cH:36][n:37][cH:38][cH:39]1>>[C:1]([CH:2]=[CH:3][c:4]1[cH:5][cH:6][cH:7][cH:8][cH:9]1)(=[O:10])[O:16][c:17]1[cH:18][c:19]([N+:26]([O-:27])=[O:28])[cH:20][c:21]([N+:23]([O-:24])=[O:25])[cH:22]1.